This data is from the Open Reaction Database (ORD), a public repository of structured organic reaction records. The task is: describe an organic reaction: reactants, conditions, products, and yield The reactants are BrC=1C=2N(C=C(C1)C)N=C(N2)N (8-bromo-6-methyl-[1,2,4]triazolo[1,5-a]pyridin-2-ylamine), O1CCC(=CC1)B1OC(C(O1)(C)C)(C)C (2-(3,6-dihydro-2H-pyran-4-yl)-4,4,5,5-tetramethyl-1,3,2-dioxaborolane). The product is O1CCC(=CC1)C=1C=2N(C=C(C1)C)N=C(N2)N (8-(3,6-Dihydro-2H-pyran-4-yl)-6-methyl-[1,2,4]triazolo[1,5-a]pyridin-2-amine), solid. Isolated yield 55.0%. RXN SMILES: Br[C:2]1[C:3]2[N:4]([N:9]=[C:10]([NH2:12])[N:11]=2)[CH:5]=[C:6]([CH3:8])[CH:7]=1.[O:13]1[CH2:18][CH:17]=[C:16](B2OC(C)(C)C(C)(C)O2)[CH2:15][CH2:14]1>>[O:13]1[CH2:14][CH:15]=[C:16]([C:2]2[C:3]3[N:4]([N:9]=[C:10]([NH2:12])[N:11]=3)[CH:5]=[C:6]([CH3:8])[CH:7]=2)[CH2:17][CH2:18]1. Procedure: Prepared in analogy to example 160b, starting from 8-bromo-6-methyl-[1,2,4]triazolo[1,5-a]pyridin-2-ylamine and 2-(3,6-dihydro-2H-pyran-4-yl)-4,4,5,5-tetramethyl-1,3,2-dioxaborolane. The title compound was obtained a light brown solid (yield: 55%) after column chromatography on silica gel using ethyl acetate as eluent. Starting materials: N#Cc1ccc(CBr)cc1, C1CCOC1, CCOC(C)=O, [H-], [Na+], O, OCCO. Yields the product N#Cc1ccc(COCCO)cc1. Reaction SMILES: [Br:7][CH2:8][c:9]1[cH:10][cH:11][c:12]([C:13]#[N:14])[cH:15][cH:16]1.[CH2:18]1[O:19][CH2:20][CH2:21][CH2:22]1.[CH3:23][CH2:24][O:25][C:26]([CH3:27])=[O:28].[H-:6].[Na+:5].[OH2:17].[OH:1][CH2:2][CH2:3][OH:4]>>[OH:1][CH2:2][CH2:3][O:4][CH2:8][c:9]1[cH:10][cH:11][c:12]([C:13]#[N:14])[cH:15][cH:16]1. Starting materials: C(#N)C1=NN(C=C1I)C1=C(C=C(C=C1Cl)C(F)(F)F)Cl (3-cyano-1-(2,6-dichloro-4-trifluoromethylphenyl)4-iodopyrazole), yinyltri-n-butyltin, O (water), CCOCC (ether). Reagents/catalysts: C=1C=CC(=CC1)[P](C=2C=CC=CC2)(C=3C=CC=CC3)[Pd]([P](C=4C=CC=CC4)(C=5C=CC=CC5)C=6C=CC=CC6)([P](C=7C=CC=CC7)(C=8C=CC=CC8)C=9C=CC=CC9)[P](C=1C=CC=CC1)(C=1C=CC=CC1)C=1C=CC=CC1 (tetrakis(triphenylphosphine)palladium(0)). The solvent is CN(C=O)C (dimethylformamide). Reaction conditions: temperature 75 celsius, time 3 hour. Yields the product C(#N)C1=NN(C=C1C=C)C1=C(C=C(C=C1Cl)C(F)(F)F)Cl (3-Cyano-1-(2,6dichloro-4trifluoromethylphenyl)-4-ethenylpyrazole). RXN SMILES: [C:1]([C:3]1[C:7](I)=[CH:6][N:5]([C:9]2[C:14]([Cl:15])=[CH:13][C:12]([C:16]([F:19])([F:18])[F:17])=[CH:11][C:10]=2[Cl:20])[N:4]=1)#[N:2].O.[CH3:22][CH2:23]OCC>CN(C)C=O.C1C=CC([P]([Pd]([P](C2C=CC=CC=2)(C2C=CC=CC=2)C2C=CC=CC=2)([P](C2C=CC=CC=2)(C2C=CC=CC=2)C2C=CC=CC=2)[P](C2C=CC=CC=2)(C2C=CC=CC=2)C2C=CC=CC=2)(C2C=CC=CC=2)C2C=CC=CC=2)=CC=1>[C:1]([C:3]1[C:7]([CH:22]=[CH2:23])=[CH:6][N:5]([C:9]2[C:14]([Cl:15])=[CH:13][C:12]([C:16]([F:19])([F:18])[F:17])=[CH:11][C:10]=2[Cl:20])[N:4]=1)#[N:2] |^1:35,37,56,75|. Reported procedure: A solution of 3-cyano-1-(2,6-dichloro-4-trifluoromethylphenyl)4-iodopyrazole (58 g) in dimethylformamide (350 ml) containing yinyltri-n-butyltin (116 ml) and tetrakis(triphenylphosphine)palladium(0) (3.5 g) was stirred at 75° C. for 3 hours. The reaction nixture was poured into water (600 ml) and ether (600 ml). The organic layer was washed with water (5 times), brine (700 ml) and dried over sodium sulphate. Removal of the solvent in vacuo was followed by recrystallisation of the residue from pr...